Dataset: the Open Reaction Database (ORD), a public repository of structured organic reaction records. Task: describe an organic reaction: reactants, conditions, products, and yield The reactants are CC(CN[C@@H]1CN(C[C@@H](C1)C(=O)N1CCOCC1)C(=O)OC(C)(C)C)C (tert-butyl (3S,5R)-3-[(2-methylpropyl)amino]-5-(morpholin-4-ylcarbonyl)piperidine-1-carboxylate), C(C)(C)N(CC)C(C)C (diisopropylethylamine), ClC(C(=O)OCC)=O (ethyl chloroglyoxylate). The solvent is CC(=O)N(C)C (DMA). Reaction conditions: time 15 hour. The product is C(C)OC(C(=O)N([C@@H]1CN(C[C@@H](C1)C(=O)N1CCOCC1)C(=O)OC(C)(C)C)CC(C)C)=O (tert-butyl (3S,5R)-3-{[ethoxy(oxo)acetyl](2-methylpropyl)amino}-5-(morpholin-4-ylcarbonyl)piperidine-1-carboxylate). As a reaction SMILES: [CH3:1][CH:2]([CH3:26])[CH2:3][NH:4][C@H:5]1[CH2:10][C@@H:9]([C:11]([N:13]2[CH2:18][CH2:17][O:16][CH2:15][CH2:14]2)=[O:12])[CH2:8][N:7]([C:19]([O:21][C:22]([CH3:25])([CH3:24])[CH3:23])=[O:20])[CH2:6]1.C(N(C(C)C)CC)(C)C.Cl[C:37](=[O:43])[C:38]([O:40][CH2:41][CH3:42])=[O:39]>CC(N(C)C)=O>[CH2:41]([O:40][C:38](=[O:39])[C:37]([N:4]([CH2:3][CH:2]([CH3:26])[CH3:1])[C@H:5]1[CH2:10][C@@H:9]([C:11]([N:13]2[CH2:18][CH2:17][O:16][CH2:15][CH2:14]2)=[O:12])[CH2:8][N:7]([C:19]([O:21][C:22]([CH3:24])([CH3:23])[CH3:25])=[O:20])[CH2:6]1)=[O:43])[CH3:42]. Procedure details: To a solution of tert-butyl (3S,5R)-3-[(2-methylpropyl)amino]-5-(morpholin-4-ylcarbonyl)piperidine-1-carboxylate (9.24 g) and diisopropylethylamine (10.5 ml) in DMA (100 ml) was added dropwise ethyl chloroglyoxylate (3.4 ml) at 0° C. The reaction mixture was stirred at room temperature for 15 hr, and the reaction mixture was concentrated. An aqueous sodium bicarbonate solution was added to the residue, and the mixture was extracted with ethyl acetate. The extract was washed with saturated brine,... Starting materials: CC(=O)O[BH-](OC(C)=O)OC(C)=O, CNC, CC(=O)O, CCOC(C)=O, ClCCCl, CC(Nc1nc(Nc2cnccn2)cc(N2CC(=O)C2)n1)c1ccc(F)cc1, [Na+], C1CCOC1. Yields the product CC(Nc1nc(Nc2cnccn2)cc(N2CC(N(C)C)C2)n1)c1ccc(F)cc1. RXN SMILES: [C:41]([O:42][BH-:43]([O:44][C:45](=[O:46])[CH3:47])[O:48][C:49](=[O:50])[CH3:51])(=[O:52])[CH3:53].[CH3:34][NH:35][CH3:36].[CH3:37][C:38](=[O:39])[OH:40].[CH3:59][CH2:60][O:61][C:62](=[O:63])[CH3:64].[Cl:55][CH2:56][CH2:57][Cl:58].[F:1][c:2]1[cH:3][cH:4][c:5]([CH:8]([CH3:9])[NH:10][c:11]2[n:12][c:13]([NH:22][c:23]3[n:24][cH:25][cH:26][n:27][cH:28]3)[cH:14][c:15]([N:17]3[CH2:18][C:19](=[O:21])[CH2:20]3)[n:16]2)[cH:6][cH:7]1.[Na+:54].[O:29]1[CH2:30][CH2:31][CH2:32][CH2:33]1>>[F:1][c:2]1[cH:3][cH:4][c:5]([CH:8]([CH3:9])[NH:10][c:11]2[n:12][c:13]([NH:22][c:23]3[n:24][cH:25][cH:26][n:27][cH:28]3)[cH:14][c:15]([N:17]3[CH2:18][CH:19]([N:35]([CH3:34])[CH3:36])[CH2:20]3)[n:16]2)[cH:6][cH:7]1. Starting materials: CI, CCO, I, S=C1NCC(c2ccccc2)N1, NNC1=NC(c2ccccc2)CN1. Yields the product I, NN, CSC1=NC(c2ccccc2)CN1. RXN SMILES: [CH3:27][I:28].[CH3:29][CH2:30][OH:31].[IH:1].[c:15]1([CH:16]2[CH2:17][NH:18][C:23](=[S:26])[NH:19]2)[cH:20][cH:21][cH:22][cH:24][cH:25]1.[c:2]1([CH:8]2[N:9]=[C:10]([NH:13][NH2:14])[NH:11][CH2:12]2)[cH:3][cH:4][cH:5][cH:6][cH:7]1>>[IH:1].[NH2:13][NH2:14].[c:2]1([CH:8]2[N:9]=[C:10]([S:26][CH3:23])[NH:11][CH2:12]2)[cH:3][cH:4][cH:5][cH:6][cH:7]1. Reactants: BrC=1C=CC2=C(C(CCS2)=O)C1 (6-bromo-2,3-dihydro-4H-1-benzothiopyran4-one), C(CO)O (ethylene glycol). The reagents and catalysts are O.C1(=CC=C(C=C1)S(=O)(=O)O)C (p-toluenesulfonic acid monohydrate). Solvent: C1(=CC=CC=C1)C (toluene). Product: BrC=1C=CC2=C(C1)C1(OCCO1)CCS2 (6-bromo-2,3-dihydrospiro[4H-1-benzothiopyran-4,2'-[1,3]dioxolane]). Isolated yield 78.8%. Reaction SMILES: [Br:1][C:2]1[CH:3]=[CH:4][C:5]2[S:10][CH2:9][CH2:8][C:7](=[O:11])[C:6]=2[CH:12]=1.[CH2:13](O)[CH2:14][OH:15]>O.C1(C)C=CC(S(O)(=O)=O)=CC=1.C1(C)C=CC=CC=1>[Br:1][C:2]1[CH:3]=[CH:4][C:5]2[S:10][CH2:9][CH2:8][C:7]3([O:15][CH2:14][CH2:13][O:11]3)[C:6]=2[CH:12]=1 |f:2.3|. Reported procedure: 14.7 g (0.060 mol) of the title compound of Step B, 11 mL (0.19 mol) of ethylene glycol (purchased from Aldrich Chemical Company), and 0.4 g (2.10 mmol) of p-toluenesulfonic acid monohydrate (purchased from Aldrich Chemical Company) were added to 125 mL of toluene. The solution was stirred at reflux under nitrogen overnight, and was then washed with 1M sodium carbonate (2×250 mL), followed by water (2×250 mL). The organic layer was dried (Na2SO4), filtered, and evaporated to dryness to yield 13.... Reactants: CC(C)(C)OC(=O)NC1CCN(c2ccc(OCc3ccccc3)cc2)C1=O, Cl, C1COCCO1. The product is Cl, NC1CCN(c2ccc(OCc3ccccc3)cc2)C1=O. RXN SMILES: [C:1]([O:2][C:3](=[O:4])[NH:7][CH:8]1[C:9](=[O:27])[N:10]([c:13]2[cH:14][cH:15][c:16]([O:19][CH2:20][c:21]3[cH:22][cH:23][cH:24][cH:25][cH:26]3)[cH:17][cH:18]2)[CH2:11][CH2:12]1)([CH3:5])([CH3:6])[CH3:28].[ClH:29].[O:30]1[CH2:31][CH2:32][O:33][CH2:34][CH2:35]1>>[ClH:29].[NH2:7][CH:8]1[C:9](=[O:27])[N:10]([c:13]2[cH:14][cH:15][c:16]([O:19][CH2:20][c:21]3[cH:22][cH:23][cH:24][cH:25][cH:26]3)[cH:17][cH:18]2)[CH2:11][CH2:12]1. Reactants: CSC=1SCCN1 (2-(Methylthio)-2-thiazoline), C(C)(=O)O (acetic acid), NC1=CC(=C(C(=C1)C)/C=C/S(=O)(=O)N1CCC2(N=C(NC2=O)C2CCCCC2)CC1)C (8-[(E)-2-(4-amino-2,6-dimethyl-phenyl)vinyl]sulfonyl-3-cyclohexyl-2,4,8-triazaspiro[4.5]dec-3-en-1-one). The solvent is CCO (EtOH), C(C)(=O)OCC (ethyl acetate). Run at temperature 80 celsius, time 16 hour. Product: C1(CCCCC1)C1=NC2(C(N1)=O)CCN(CC2)S(=O)(=O)\C=C\C2=C(C=C(C=C2C)NC=2SCCN2)C (2-cyclohexyl-8-{(E)-2-[4-(4,5-dihydro-thiazol-2-ylamino)-2,6-dimethyl-phenyl]-ethenesulfonyl}-1,3,8-triaza-spiro[4.5]dec-1-en-4-one). The yield is 54.4%. RXN SMILES: CS[C:3]1[S:4][CH2:5][CH2:6][N:7]=1.C(O)(=O)C.[NH2:12][C:13]1[CH:18]=[C:17]([CH3:19])[C:16](/[CH:20]=[CH:21]/[S:22]([N:25]2[CH2:41][CH2:40][C:28]3([C:32](=[O:33])[NH:31][C:30]([CH:34]4[CH2:39][CH2:38][CH2:37][CH2:36][CH2:35]4)=[N:29]3)[CH2:27][CH2:26]2)(=[O:24])=[O:23])=[C:15]([CH3:42])[CH:14]=1>CCO.C(OCC)(=O)C>[CH:34]1([C:30]2[NH:31][C:32](=[O:33])[C:28]3([CH2:27][CH2:26][N:25]([S:22](/[CH:21]=[CH:20]/[C:16]4[C:17]([CH3:19])=[CH:18][C:13]([NH:12][C:3]5[S:4][CH2:5][CH2:6][N:7]=5)=[CH:14][C:15]=4[CH3:42])(=[O:23])=[O:24])[CH2:41][CH2:40]3)[N:29]=2)[CH2:39][CH2:38][CH2:37][CH2:36][CH2:35]1. Reported procedure: 2-(Methylthio)-2-thiazoline (19 μL, 0.17 mmol) and acetic acid (1.2 ml) were added to a solution of 8-[(E)-2-(4-amino-2,6-dimethyl-phenyl)vinyl]sulfonyl-3-cyclohexyl-2,4,8-triazaspiro[4.5]dec-3-en-1-one (74 mg, 0.16 mmol) in EtOH (2.5 ml) at room temperature, and the mixture was heated with stirring at 80° C. for 16 hours. The reaction solution was diluted with ethyl acetate, and the organic layer was then sequentially washed with water and saturated brine and concentrated under reduced pressure...